Dataset: the Open Reaction Database (ORD), a public repository of structured organic reaction records. Task: describe an organic reaction: reactants, conditions, products, and yield Starting materials: [Al+3], C1CCOC1, [H-], [H-], [H-], [H-], [Li+], [Na+], [Na+], [Na+], O=S(=O)([O-])[O-], [OH-], O, O=C1C2CCN(C2)C1C(O)(c1ccccc1)c1ccccc1. Yields the product OC1C2CCN(C2)C1C(O)(c1ccccc1)c1ccccc1. As a reaction SMILES: [Al+3:24].[CH2:38]1[O:39][CH2:40][CH2:41][CH2:42]1.[H-:23].[H-:26].[H-:27].[H-:28].[Li+:25].[Na+:30].[Na+:31].[Na+:32].[O-:33][S:34](=[O:35])(=[O:36])[O-:37].[OH-:29].[OH2:43].[c:1]1([C:7]([CH:8]2[N:9]3[CH2:10][CH2:11][CH:12]([C:13]2=[O:14])[CH2:15]3)([OH:16])[c:17]2[cH:18][cH:19][cH:20][cH:21][cH:22]2)[cH:2][cH:3][cH:4][cH:5][cH:6]1>>[c:1]1([C:7]([CH:8]2[N:9]3[CH2:10][CH2:11][CH:12]([CH:13]2[OH:14])[CH2:15]3)([OH:16])[c:17]2[cH:18][cH:19][cH:20][cH:21][cH:22]2)[cH:2][cH:3][cH:4][cH:5][cH:6]1. The reactants are FC1=C(C(=CC=C1)F)N1N=CC=2C1=NC(=C(N2)C(=O)OCC)O (ethyl 1-(2,6-difluorophenyl)-6-hydroxy-1H-pyrazolo[3,4-b]pyrazine-5-carboxylate), C1CC(=O)N(C1=O)Br (NBS), [OH-].[Li+] (lithium hydroxide). Run in O (water), CC#N (CH3CN). Run at temperature 60 celsius, time 0.5 hour. Yields the product BrC=1C(NC2=C(N1)C=NN2C2=C(C=CC=C2F)F)=O (5-bromo-1-(2,6-difluorophenyl)-1H-pyrazolo[4,3-b]pyrazin-6(7H)-one). The yield is 100.0%. Reaction SMILES: [F:1][C:2]1[CH:7]=[CH:6][CH:5]=[C:4]([F:8])[C:3]=1[N:9]1[C:13]2=[N:14][C:15]([OH:23])=[C:16](C(OCC)=O)[N:17]=[C:12]2[CH:11]=[N:10]1.[OH-].[Li+].C1C(=O)N([Br:33])C(=O)C1>O.CC#N>[Br:33][C:16]1[C:15](=[O:23])[NH:14][C:13]2[N:9]([C:3]3[C:2]([F:1])=[CH:7][CH:6]=[CH:5][C:4]=3[F:8])[N:10]=[CH:11][C:12]=2[N:17]=1 |f:1.2|. Procedure details: To a mixture of ethyl 1-(2,6-difluorophenyl)-6-hydroxy-1H-pyrazolo[3,4-b]pyrazine-5-carboxylate (1.27 g, 3.70 mmol) in 2.5 mL of water and 2.5 mL of CH3CN at RT was added lithium hydroxide (209 mg, 8.72 mmol), and the resulting mixture was warmed to 60° C. for 0.5 h. The reaction mixture was cooled with an ice bath, and NBS (1059 mg, 5.95 mmol) was added in small portions. The reaction mixture was stirred at RT for 0.5 h, then partitioned between a saturated solution of NaHCO3 and EtOAc. The EtO... Starting materials: N1(CCCC1)C(=O)C1NCCCC1(C)C (2-(pyrrolidin-1-yl) carbonyl-3,3-dimethyl piperidine), [H-].[H-].[H-].[H-].[Li+].[Al+3] (LiAlH4). Run in C1CCOC1 (THF). Product: N1(CCCC1)CC1NCCCC1(C)C (2-(pyrrolidin-1-yl)methyl-3,3-dimethyl piperidine). Isolated yield 78.4%. Reaction SMILES: [N:1]1([C:6]([CH:8]2[C:13]([CH3:15])([CH3:14])[CH2:12][CH2:11][CH2:10][NH:9]2)=O)[CH2:5][CH2:4][CH2:3][CH2:2]1.[H-].[H-].[H-].[H-].[Li+].[Al+3]>C1COCC1>[N:1]1([CH2:6][CH:8]2[C:13]([CH3:15])([CH3:14])[CH2:12][CH2:11][CH2:10][NH:9]2)[CH2:5][CH2:4][CH2:3][CH2:2]1 |f:1.2.3.4.5.6|. Reported procedure: By reducing 2.6 g (0.013 moles) of 2-(pyrrolidin-1-yl) carbonyl-3,3-dimethyl piperidine with 0.52 g (0.013 moles) of LiAlH4 in 100 ml of dry THF, using an alkaline work-up, 2.0 g of the title compound were obtained. The compound was sufficiently pure for the following step. Starting materials: C[Si](C)(C)I, CO, ClC(Cl)Cl, CCOC(=O)N1CC2CCN(c3cccc4cc(S(=O)(=O)c5ccccc5)cnc34)C2C1. Product: O=S(=O)(c1ccccc1)c1cnc2c(N3CCC4CNCC43)cccc2c1. Reaction SMILES: [CH3:33][Si:34]([I:35])([CH3:36])[CH3:37].[CH3:38][OH:39].[CH:40]([Cl:41])([Cl:42])[Cl:43].[c:1]1([S:7](=[O:8])(=[O:9])[c:10]2[cH:11][n:12][c:13]3[c:14]([N:20]4[CH:21]5[CH:22]([CH2:23][CH2:24]4)[CH2:25][N:26]([C:28]([O:29][CH2:30][CH3:31])=[O:32])[CH2:27]5)[cH:15][cH:16][cH:17][c:18]3[cH:19]2)[cH:2][cH:3][cH:4][cH:5][cH:6]1>>[c:1]1([S:7](=[O:8])(=[O:9])[c:10]2[cH:11][n:12][c:13]3[c:14]([N:20]4[CH:21]5[CH:22]([CH2:23][CH2:24]4)[CH2:25][NH:26][CH2:27]5)[cH:15][cH:16][cH:17][c:18]3[cH:19]2)[cH:2][cH:3][cH:4][cH:5][cH:6]1. Starting materials: [BH4-].[Na+] (Sodium borohydride), C(C)(C)(C)OC(NC1=CC(=CC=C1)N)=O ((3-amino-phenyl)-carbamic acid tert-butyl ester), C(C1=CC=CC=C1)=O (benzaldehyde), C(C)(=O)O (acetic acid). Solvent: O1CCCC1 (tetrahydrofuran). Conditions: time 8 hour. The product is C(C)(C)(C)OC(NC1=CC(=CC=C1)NCC1=CC=CC=C1)=O ((3-Benzylamino-phenyl)-carbamic acid tert-butyl ester), solid. Yield: 89.0%. RXN SMILES: [C:1]([O:5][C:6](=[O:15])[NH:7][C:8]1[CH:13]=[CH:12][CH:11]=[C:10]([NH2:14])[CH:9]=1)([CH3:4])([CH3:3])[CH3:2].[CH:16](=O)[C:17]1[CH:22]=[CH:21][CH:20]=[CH:19][CH:18]=1.C(O)(=O)C.[BH4-].[Na+]>O1CCCC1>[C:1]([O:5][C:6](=[O:15])[NH:7][C:8]1[CH:13]=[CH:12][CH:11]=[C:10]([NH:14][CH2:16][C:17]2[CH:22]=[CH:21][CH:20]=[CH:19][CH:18]=2)[CH:9]=1)([CH3:4])([CH3:2])[CH3:3] |f:3.4|. Reported procedure: A solution of (3-amino-phenyl)-carbamic acid tert-butyl ester (1 g, 4.8 mmol), benzaldehyde (0.54 ml, 5.3 mmol) and acetic acid (0.41 ml, 7.2 mmol) in dry tetrahydrofuran (30 ml) were stirred at room temperature for 2 hrs. Sodium borohydride (0.172 g, 4.5 mmol) was added and the reaction stirred at room temperature overnight. The reaction mixture was quenched with water (50 ml) and extracted with dichloromethane (3×50 ml). The combined organics were dried (magnesium sulphate), concentrated in va...